Dataset: the Open Reaction Database (ORD), a public repository of structured organic reaction records. Task: describe an organic reaction: reactants, conditions, products, and yield Starting materials: CCN(CCN(C)C)c1cc(Cl)c(S(=O)(=O)N2CCCCC2)cc1S(=O)(=O)N1CCCCC1, c1ccc(N2CCNCC2)cc1. Product: CCN(CCN(C)C)c1cc(N2CCN(c3ccccc3)CC2)c(S(=O)(=O)N2CCCCC2)cc1S(=O)(=O)N1CCCCC1. Reaction SMILES: [Cl:1][c:2]1[c:3]([S:25](=[O:26])(=[O:27])[N:28]2[CH2:29][CH2:30][CH2:31][CH2:32][CH2:33]2)[cH:4][c:5]([S:16](=[O:17])(=[O:18])[N:19]2[CH2:20][CH2:21][CH2:22][CH2:23][CH2:24]2)[c:6]([N:8]([CH2:9][CH2:10][N:11]([CH3:12])[CH3:13])[CH2:14][CH3:15])[cH:7]1.[c:34]1([N:40]2[CH2:41][CH2:42][NH:43][CH2:44][CH2:45]2)[cH:35][cH:36][cH:37][cH:38][cH:39]1>>[c:2]1([N:43]2[CH2:42][CH2:41][N:40]([c:34]3[cH:35][cH:36][cH:37][cH:38][cH:39]3)[CH2:45][CH2:44]2)[c:3]([S:25](=[O:26])(=[O:27])[N:28]2[CH2:29][CH2:30][CH2:31][CH2:32][CH2:33]2)[cH:4][c:5]([S:16](=[O:17])(=[O:18])[N:19]2[CH2:20][CH2:21][CH2:22][CH2:23][CH2:24]2)[c:6]([N:8]([CH2:9][CH2:10][N:11]([CH3:12])[CH3:13])[CH2:14][CH3:15])[cH:7]1. The reactants are FC1=C(C(=C(C=C1)[C@@H](C[C@@](C=O)(C(F)(F)F)O)CC)OC)C ((2R,4R)-4-(4-fluoro-2-methoxy-3-methylphenyl)-2-hydroxy-2-(trifluoromethyl)hexanal), NC1=C2C=CC(NC2=CC=C1)=O (5-aminoquinolin-2(1H)-one). The reagents and catalysts are CC(C)([O-])C.[Ti+4].CC(C)([O-])C.CC(C)([O-])C.CC(C)([O-])C (titanium tert-butoxide). Yields the product FC1=C(C(=C(C=C1)[C@@H](C[C@@](C=NC1=C2C=CC(NC2=CC=C1)=O)(C(F)(F)F)O)CC)OC)C (5-{[(2R,4R)-4-(4-fluoro-2-methoxy-3-methylphenyl)-2-hydroxy-2-(trifluoromethyl)hexylidene]amino}quinolin-2(1H)-one). Reaction SMILES: [F:1][C:2]1[CH:7]=[CH:6][C:5]([C@H:8]([CH2:18][CH3:19])[CH2:9][C@:10]([OH:17])([C:13]([F:16])([F:15])[F:14])[CH:11]=O)=[C:4]([O:20][CH3:21])[C:3]=1[CH3:22].[NH2:23][C:24]1[CH:33]=[CH:32][CH:31]=[C:30]2[C:25]=1[CH:26]=[CH:27][C:28](=[O:34])[NH:29]2>CC(C)([O-])C.[Ti+4].CC(C)([O-])C.CC(C)([O-])C.CC(C)([O-])C>[F:1][C:2]1[CH:7]=[CH:6][C:5]([C@H:8]([CH2:18][CH3:19])[CH2:9][C@:10]([OH:17])([C:13]([F:16])([F:15])[F:14])[CH:11]=[N:23][C:24]2[CH:33]=[CH:32][CH:31]=[C:30]3[C:25]=2[CH:26]=[CH:27][C:28](=[O:34])[NH:29]3)=[C:4]([O:20][CH3:21])[C:3]=1[CH3:22] |f:2.3.4.5.6|. Procedure: In the same way as in Example 130, 300 mg (0.93 mmol) of (2R,4R)-4-(4-fluoro-2-methoxy-3-methylphenyl)-2-hydroxy-2-(trifluoromethyl)hexanal, 149 mg (0.93 mmol) of 5-aminoquinolin-2(1H)-one and 0.27 ml of titanium tert-butoxide are reacted to give 5-{[(2R,4R)-4-(4-fluoro-2-methoxy-3-methylphenyl)-2-hydroxy-2-(trifluoromethyl)hexylidene]amino}quinolin-2(1H)-one. 210 mg of chromatographically purified imine (silica gel, hexane/ethyl acetate 0-80%) are cyclized in the same way as in Example 130 at −...